From a dataset of the Open Reaction Database (ORD), a public repository of structured organic reaction records. describe an organic reaction: reactants, conditions, products, and yield Starting materials: CCN(Cc1ccc(OC)cc1)c1cc(C(=O)OC)c(F)c(N2CCCC2=O)c1, CCO, [H][H]. The product is CCNc1cc(C(=O)OC)c(F)c(N2CCCC2=O)c1. Reaction SMILES: [CH2:1]([CH3:2])[N:3]([c:4]1[cH:5][c:6]([N:15]2[C:16](=[O:20])[CH2:17][CH2:18][CH2:19]2)[c:7]([F:14])[c:8]([C:9](=[O:10])[O:11][CH3:12])[cH:13]1)[CH2:21][c:22]1[cH:23][cH:24][c:25]([O:26][CH3:27])[cH:28][cH:29]1.[CH3:32][CH2:33][OH:34].[H:30][H:31]>>[CH2:1]([CH3:2])[NH:3][c:4]1[cH:5][c:6]([N:15]2[C:16](=[O:20])[CH2:17][CH2:18][CH2:19]2)[c:7]([F:14])[c:8]([C:9](=[O:10])[O:11][CH3:12])[cH:13]1. The product is Cl, Cc1nc(=S)[nH]c(C)c1Br. The reactants are CCO, Cc1nc(Cl)nc(C)c1Br, O=C(O)C(F)(F)F, NC(N)=S. As a reaction SMILES: [CH3:22][CH2:23][OH:24].[Cl:1][c:2]1[n:3][c:4]([CH3:10])[c:5]([Br:9])[c:6]([CH3:8])[n:7]1.[F:15][C:16]([F:17])([F:18])[C:19]([OH:20])=[O:21].[NH2:11][C:12]([NH2:13])=[S:14]>>[ClH:1].[c:2]1(=[S:14])[n:3][c:4]([CH3:10])[c:5]([Br:9])[c:6]([CH3:8])[nH:7]1.